This data is from the Open Reaction Database (ORD), a public repository of structured organic reaction records. The task is: describe an organic reaction: reactants, conditions, products, and yield Reactants: ClCCl, CCO, O=S(=O)(c1ccc(Cl)cc1)C(c1cccnc1)c1cc(F)ccc1F, O=C(OO)c1cccc(Cl)c1. Yields the product O=S(=O)(c1ccc(Cl)cc1)C(c1ccc[n+]([O-])c1)c1cc(F)ccc1F. As a reaction SMILES: [CH2:1]([Cl:2])[Cl:3].[CH3:40][CH2:41][OH:42].[Cl:4][c:5]1[cH:6][cH:7][c:8]([S:11](=[O:12])(=[O:13])[CH:14]([c:15]2[cH:16][n:17][cH:18][cH:19][cH:20]2)[c:21]2[c:22]([F:28])[cH:23][cH:24][c:25]([F:27])[cH:26]2)[cH:9][cH:10]1.[OH:29][O:30][C:31]([c:32]1[cH:33][c:34]([Cl:35])[cH:36][cH:37][cH:38]1)=[O:39]>>[Cl:4][c:5]1[cH:6][cH:7][c:8]([S:11](=[O:12])(=[O:13])[CH:14]([c:15]2[cH:16][n+:17]([O-:29])[cH:18][cH:19][cH:20]2)[c:21]2[c:22]([F:28])[cH:23][cH:24][c:25]([F:27])[cH:26]2)[cH:9][cH:10]1. RXN SMILES: [CH3:17][OH:18].[Cl-:15].[N+:1]([O-:2])(=[O:3])[c:4]1[cH:5][cH:6][c:7]([NH:10][S:11](=[O:12])(=[O:13])[CH3:14])[cH:8][n:9]1.[NH4+:16].[OH2:19].[Zn:20]>>[NH2:1][c:4]1[cH:5][cH:6][c:7]([NH:10][S:11](=[O:12])(=[O:13])[CH3:14])[cH:8][n:9]1. Reactants: CO, [Cl-], CS(=O)(=O)Nc1ccc([N+](=O)[O-])nc1, [NH4+], O, [Zn]. Yields the product CS(=O)(=O)Nc1ccc(N)nc1. The reagents and catalysts are Cl[Pd]([P](C1=CC=CC=C1)(C2=CC=CC=C2)C3=CC=CC=C3)([P](C4=CC=CC=C4)(C5=CC=CC=C5)C6=CC=CC=C6)Cl (dichlorobis(triphenylphosphine)palladium), [Cu](I)I (copper iodide), C1(=CC=CC=C1)P(C1=CC=CC=C1)C1=CC=CC=C1 (triphenylphosphine). Reported procedure: In a reactor equipped with a stirrer and a thermometer, 5-decyloxy-2-(4-bromophenyl)pyrimidine (25 g), optically active 6-hydroxy-1-heptyne (8.58 g), dichlorobis(triphenylphosphine)palladium (0.1 g), copper iodide (0.1 g), triphenylphosphine (0.52 g) and triethylamine (200 ml) are charged and heated up to 90° C. to carry out a reaction for 10 hours. After evaporating triethylamine off under reduced pressure, toluene and 10% hydrochloric acid are added to the residue for extraction, and the organ... Starting materials: C(CCCCCCCCC)OC=1C=NC(=NC1)C1=CC=C(C=C1)Br (5-decyloxy-2-(4-bromophenyl)pyrimidine), OC(CCCC#C)C (6-hydroxy-1-heptyne). Reaction SMILES: [CH2:1]([O:11][C:12]1[CH:13]=[N:14][C:15]([C:18]2[CH:23]=[CH:22][C:21](Br)=[CH:20][CH:19]=2)=[N:16][CH:17]=1)[CH2:2][CH2:3][CH2:4][CH2:5][CH2:6][CH2:7][CH2:8][CH2:9][CH3:10].[OH:25][CH:26]([CH3:32])[CH2:27][CH2:28][CH2:29][C:30]#[CH:31]>Cl[Pd](Cl)([P](C1C=CC=CC=1)(C1C=CC=CC=1)C1C=CC=CC=1)[P](C1C=CC=CC=1)(C1C=CC=CC=1)C1C=CC=CC=1.[Cu](I)I.C1(P(C2C=CC=CC=2)C2C=CC=CC=2)C=CC=CC=1.C(N(CC)CC)C>[CH2:1]([O:11][C:12]1[CH:13]=[N:14][C:15]([C:18]2[CH:23]=[CH:22][C:21]([C:31]#[C:30][CH2:29][CH2:28][CH2:27][CH:26]([OH:25])[CH3:32])=[CH:20][CH:19]=2)=[N:16][CH:17]=1)[CH2:2][CH2:3][CH2:4][CH2:5][CH2:6][CH2:7][CH2:8][CH2:9][CH3:10] |^1:35,54|. Yield: 86.7%. Solvent: C(C)N(CC)CC (triethylamine). Product: C(CCCCCCCCC)OC=1C=NC(=NC1)C1=CC=C(C=C1)C#CCCCC(C)O ((-)-5-decyloxy-2-[4-(6-hydroxyheptynyl)phenyl]-pyrimidine). Run at temperature 90 celsius.